From a dataset of the Open Reaction Database (ORD), a public repository of structured organic reaction records. describe an organic reaction: reactants, conditions, products, and yield The reactants are ClC(Cl)Cl, O=C=NS(=O)(=O)Cl, O=C1Cc2ccccc2Nc2ccccc21. The product is NC(=O)N1c2ccccc2CC(=O)c2ccccc21. RXN SMILES: [CH:24]([Cl:25])([Cl:26])[Cl:27].[Cl:17][S:18](=[O:19])(=[O:20])[N:21]=[C:22]=[O:23].[O:1]=[C:2]1[CH2:3][c:4]2[c:5]([cH:13][cH:14][cH:15][cH:16]2)[NH:6][c:7]2[c:8]1[cH:9][cH:10][cH:11][cH:12]2>>[O:1]=[C:2]1[CH2:3][c:4]2[c:5]([cH:13][cH:14][cH:15][cH:16]2)[N:6]([C:22]([NH2:21])=[O:23])[c:7]2[c:8]1[cH:9][cH:10][cH:11][cH:12]2.